This data is from the Open Reaction Database (ORD), a public repository of structured organic reaction records. The task is: describe an organic reaction: reactants, conditions, products, and yield Starting materials: ice water, C1(=CC=C(C=C1)S(=O)(=O)Cl)C (p-toluenesulfonyl chloride), COCCO (ethylene glycol monomethyl ether), ice water. Run in N1=CC=CC=C1 (pyridine). Run at time 1 hour. Product: COCCOS(=O)(=O)C1=CC=C(C=C1)C (Toluene-4-sulfonic acid 2-methoxy-ethyl ester). Reaction SMILES: [C:1]1([CH3:11])[CH:6]=[CH:5][C:4]([S:7](Cl)(=[O:9])=[O:8])=[CH:3][CH:2]=1.[CH3:12][O:13][CH2:14][CH2:15][OH:16]>N1C=CC=CC=1>[CH3:12][O:13][CH2:14][CH2:15][O:16][S:7]([C:4]1[CH:5]=[CH:6][C:1]([CH3:11])=[CH:2][CH:3]=1)(=[O:9])=[O:8]. Reported procedure: A slurry of p-toluenesulfonyl chloride (205 g, 1.08 mol) and pyridine (150 mL) is stirred under an argon atmosphere. The temperature is maintained below 5° C. (ice-water bath), while ethylene glycol monomethyl ether (80 ml, 1 mol) is added slowly from a dropping funnel. After the addition is complete, the mixture is stirred for 1 h below 5° C. The mixture is poured into ice-water (1 L) and is extracted with dichloromethane (1.2 l). The organic layer is washed with ice-cold 6 M HCl (3×350 ml), an... Starting materials: CC(C)(C)OC(=O)N1CC(=O)Nc2ccc(Cl)cc2C1, COc1ccc(P2(=S)SP(=S)(c3ccc(OC)cc3)S2)cc1, C1CCOC1. The product is CC(C)(C)OC(=O)N1CC(=S)Nc2ccc(Cl)cc2C1. Reaction SMILES: [C:1]([CH3:2])([CH3:3])([CH3:4])[O:5][C:6](=[O:7])[N:8]1[CH2:9][C:10](=[O:20])[NH:11][c:12]2[c:13]([cH:15][c:16]([Cl:19])[cH:17][cH:18]2)[CH2:14]1.[CH3:21][O:22][c:23]1[cH:24][cH:25][c:26]([P:27]2(=[S:28])[S:29][P:31](=[S:32])([c:33]3[cH:34][cH:35][c:36]([O:37][CH3:38])[cH:39][cH:40]3)[S:30]2)[cH:41][cH:42]1.[O:43]1[CH2:44][CH2:45][CH2:46][CH2:47]1>>[C:1]([CH3:2])([CH3:3])([CH3:4])[O:5][C:6](=[O:7])[N:8]1[CH2:9][C:10](=[S:30])[NH:11][c:12]2[c:13]([cH:15][c:16]([Cl:19])[cH:17][cH:18]2)[CH2:14]1. Reactants: COC(=O)C(=O)OC, C1CCOC1, [Mg], Brc1ccccc1C=Cc1ccccc1. The product is COC(=O)C(=O)c1ccccc1C=Cc1ccccc1. Reaction SMILES: [C:17]([C:18](=[O:19])[O:20][CH3:21])(=[O:22])[O:23][CH3:24].[CH2:25]1[O:26][CH2:27][CH2:28][CH2:29]1.[Mg:16].[c:1]1([CH:7]=[CH:8][c:9]2[c:10]([Br:15])[cH:11][cH:12][cH:13][cH:14]2)[cH:2][cH:3][cH:4][cH:5][cH:6]1>>[c:1]1([CH:7]=[CH:8][c:9]2[c:10]([C:17]([C:18](=[O:19])[O:20][CH3:21])=[O:22])[cH:11][cH:12][cH:13][cH:14]2)[cH:2][cH:3][cH:4][cH:5][cH:6]1. Reactants: C(#C)C1(CCOCC1)O (4-Ethynyl-tetrahydro-pyran-4-ol), FC=1C(=C2/C(/C(NC2=CC1)=O)=C/C=1NC=CC1OC)I ((Z)-1,3-dihydro-5-fluoro-4-iodo-3-[(3-methoxy-1H-pyrrol-2-yl)methylene]-2H-indol-2-one), FC=1C(=C2/C(/C(NC2=CC1)=O)=C/C=1NC=CC1OC)I ((Z)-1,3-dihydro-5-fluoro-4-iodo-3-[(3-methoxy-1H-pyrrol-2-yl)methylene]-2H-indol-2-one). Reagents/catalysts: C=1C=CC(=CC1)[P](C=2C=CC=CC2)(C=3C=CC=CC3)[Pd]([P](C=4C=CC=CC4)(C=5C=CC=CC5)C=6C=CC=CC6)([P](C=7C=CC=CC7)(C=8C=CC=CC8)C=9C=CC=CC9)[P](C=1C=CC=CC1)(C=1C=CC=CC1)C=1C=CC=CC1 ((Ph3P)4Pd). Run in CCN(CC)CC (Et3N), CN(C)C=O (DMF). Product: FC=1C(=C2/C(/C(NC2=CC1)=O)=C/C=1NC=CC1OC)C#CC1(CCOCC1)O ((Z)-1,3-Dihydro-5-fluoro-4-[(4-hydroxy-tetrahydro-pyran-4-yl)ethynyl]-3-[(3-methoxy-1H-pyrrol-2-yl)methylene]-2H-indol-2-one). Reaction SMILES: [C:1]([C:3]1([OH:9])[CH2:8][CH2:7][O:6][CH2:5][CH2:4]1)#[CH:2].[F:10][C:11]1[C:12](I)=[C:13]2[C:17](=[CH:18][CH:19]=1)[NH:16][C:15](=[O:20])/[C:14]/2=[CH:21]\[C:22]1[NH:23][CH:24]=[CH:25][C:26]=1[O:27][CH3:28]>C1C=CC([P]([Pd]([P](C2C=CC=CC=2)(C2C=CC=CC=2)C2C=CC=CC=2)([P](C2C=CC=CC=2)(C2C=CC=CC=2)C2C=CC=CC=2)[P](C2C=CC=CC=2)(C2C=CC=CC=2)C2C=CC=CC=2)(C2C=CC=CC=2)C2C=CC=CC=2)=CC=1.CN(C=O)C.CCN(CC)CC>[F:10][C:11]1[C:12]([C:2]#[C:1][C:3]2([OH:9])[CH2:8][CH2:7][O:6][CH2:5][CH2:4]2)=[C:13]2[C:17](=[CH:18][CH:19]=1)[NH:16][C:15](=[O:20])/[C:14]/2=[CH:21]\[C:22]1[NH:23][CH:24]=[CH:25][C:26]=1[O:27][CH3:28] |^1:33,35,54,73|. Procedure: Using Method C above, 4-ethynyl-tetrahydro-pyran-4-ol (41.1 mg, 0.33 mmol) (Example 85A) was coupled with (Z)-1,3-dihydro-5-fluoro-4-iodo-3-[(3-methoxy-1H-pyrrol-2-yl)methylene]-2H-indol-2-one (50 mg, 0.13 mmol) (Starting Material 6) using (Ph3P)4Pd (15 mg) and Cul (2.5 mg) as catalyst in DMF (4 mL) and Et3N (4 mL) as solvent at 85° C. for 7 h to yield (Z)-1,3-Dihydro-5-fluoro-4-[(4-hydroxy-tetrahydro-pyran-4-yl)ethynyl]-3-[(3-methoxy-1H-pyrrol-2-yl)methylene]-2H-indol-2-one. (Yield 36 mg, 75%). The reactants are C(C#C)OC1=C(C=C(C(=O)OCC#C)C=C1)F (2-propynyl 4-(2-propynyloxy)-3-fluorobenzoate), [OH-].[Na+] (sodium hydroxide), Cl (hydrochloric acid). Run in C(C)O (ethanol). Run at time 2 hour. Yields the product C(C#C)OC1=C(C=C(C(=O)O)C=C1)F (4-(2-propynyloxy)-3-fluorobenzoic acid). The yield is 88.6%. RXN SMILES: [CH2:1]([O:4][C:5]1[CH:16]=[CH:15][C:8]([C:9]([O:11]CC#C)=[O:10])=[CH:7][C:6]=1[F:17])[C:2]#[CH:3].[OH-].[Na+].Cl>C(O)C>[CH2:1]([O:4][C:5]1[CH:16]=[CH:15][C:8]([C:9]([OH:11])=[O:10])=[CH:7][C:6]=1[F:17])[C:2]#[CH:3] |f:1.2|. Procedure details: To 50 ml of ethanol were added 10.8 g of 2-propynyl 4-(2-propynyloxy)-3-fluorobenzoate and 30 ml of 15% aqueous sodium hydroxide solution and the mixture obtained was stirred at room temperature for 2 hours. Then, the reaction mixture was added to hydrochloric acid for acidification. Crystals precipitated were collected by filtration and dried to obtain 8.0 g of 4-(2-propynyloxy)-3-fluorobenzoic acid represented by the formula: Reactants: C(=O)(O)[O-].[Na+] (NaHCO3), OC\C(=C(/C(=O)NC)\C1=CC=C(C=C1)OCC1=NC2=CC=CC=C2C=C1)\C1=CC=NC=C1 ((Z)-4-hydroxy-N-methyl-3-(pyridin-4-yl)-2-(4-(quinolin-2-ylmethoxy)phenyl)but-2-enamide), CCOCC (ether), P(Br)(Br)Br (PBr3). Solvent: C(Cl)Cl (DCM), C(Cl)Cl (DCM). Run at time 2 hour. Yields the product CN1C(C(=C(C1)C1=CC=NC=C1)C1=CC=C(C=C1)OCC1=NC2=CC=CC=C2C=C1)=O (1-methyl-4-(pyridin-4-yl)-3-(4-(quinolin-2-ylmethoxy)phenyl)-1H-pyrrol-2(5H)-one). Yield: 85.0%. As a reaction SMILES: O[CH2:2]/[C:3](/[C:27]1[CH:32]=[CH:31][N:30]=[CH:29][CH:28]=1)=[C:4](/[C:9]1[CH:14]=[CH:13][C:12]([O:15][CH2:16][C:17]2[CH:26]=[CH:25][C:24]3[C:19](=[CH:20][CH:21]=[CH:22][CH:23]=3)[N:18]=2)=[CH:11][CH:10]=1)\[C:5]([NH:7][CH3:8])=[O:6].CCOCC.P(Br)(Br)Br.C([O-])(O)=O.[Na+]>C(Cl)Cl>[CH3:8][N:7]1[CH2:2][C:3]([C:27]2[CH:32]=[CH:31][N:30]=[CH:29][CH:28]=2)=[C:4]([C:9]2[CH:10]=[CH:11][C:12]([O:15][CH2:16][C:17]3[CH:26]=[CH:25][C:24]4[C:19](=[CH:20][CH:21]=[CH:22][CH:23]=4)[N:18]=3)=[CH:13][CH:14]=2)[C:5]1=[O:6] |f:3.4|. Procedure: To a 0° C. solution of (Z)-4-hydroxy-N-methyl-3-(pyridin-4-yl)-2-(4-(quinolin-2-ylmethoxy)phenyl)but-2-enamide (430 mg, 1.01 mmol) in 1:1 ether:DCM (20 mL), PBr3 (0.114 mL, 1.21 mol) was added. The reaction mixture was stirred at RT for 2 h, diluted with DCM and basified with a NaHCO3 solution. The organic layer was separated, washed with water, dried over Na2SO4 and concentrated in vacuo to obtain the crude product. The crude material was purified via silica gel column chromatography to afford ... The reactants are O=C(Br)CBr, Nc1ccc(Cl)cc1C(=O)c1ccc(O)cc1, [Na+], [Na+], O=C([O-])[O-], O. Yields the product O=C(CBr)Nc1ccc(Cl)cc1C(=O)c1ccc(O)cc1. RXN SMILES: [Br:18][CH2:19][C:20](=[O:21])[Br:22].[NH2:1][c:2]1[c:3]([C:4](=[O:5])[c:6]2[cH:7][cH:8][c:9]([OH:12])[cH:10][cH:11]2)[cH:13][c:14]([Cl:17])[cH:15][cH:16]1.[Na+:23].[Na+:24].[O-:25][C:26](=[O:27])[O-:28].[OH2:29]>>[NH:1]([c:2]1[c:3]([C:4](=[O:5])[c:6]2[cH:7][cH:8][c:9]([OH:12])[cH:10][cH:11]2)[cH:13][c:14]([Cl:17])[cH:15][cH:16]1)[C:20]([CH2:19][Br:18])=[O:21]. The reactants are C1C(C2=CC=CC=C2)O1 (styrene oxide), C(O)CN (ethanolamine), C1C(C2=CC=CC=C2)O1 (styrene oxide). Reaction conditions: temperature 125 celsius, time 16 hour. The product is OCCNCC(O)C1=CC=CC=C1 (α-[[(2-Hydroxyethyl)amino]methyl]benzenemethanol). Yield: 19.0%. As a reaction SMILES: [CH2:1]1[O:9][CH:2]1[C:3]1[CH:8]=[CH:7][CH:6]=[CH:5][CH:4]=1.[CH2:10]([CH2:12][NH2:13])[OH:11]>>[OH:11][CH2:10][CH2:12][NH:13][CH2:1][CH:2]([C:3]1[CH:4]=[CH:5][CH:6]=[CH:7][CH:8]=1)[OH:9]. Procedure details: A mixture of styrene oxide (2.40 g, 0.020 mole) and ethanolamine (1.22 g, 0.020 mole) was heated at 125° C. in an oil bath for 2 hr. An NMR analysis showed no styrene oxide remaining. On standing at ambient temperature for 16 hrs, partial solidification occurred. The material was triturated with ethyl acetate, giving a white solid which was collected by filtration and washed with isopropyl ether. A small amount of second crop was obtained from the filtrate for a total of 0.82 g (23%). Recrystall...